From a dataset of the Open Reaction Database (ORD), a public repository of structured organic reaction records. describe an organic reaction: reactants, conditions, products, and yield Reactants: OC=1C=C2C(C=C(OC2=CC1)C1=CC=CC=C1)=O (6-hydroxyflavone), BrCCCCCCCl (1-bromo-6-chlorohexane), OC1CNCCC1 (3-hydroxypiperidine). Product: Cl.OC1CN(CCC1)CCCCCCOC=1C=CC2=C(C(C=C(O2)C2=CC=CC=C2)=O)C1 ((±)-6-[6-(3-Hydroxypiperidinyl)hexoxy1-2-phenyl-4H-1-benzopyran-4-one hydrochloride). RXN SMILES: [OH:1][C:2]1[CH:3]=[C:4]2[C:9](=[CH:10][CH:11]=1)[O:8][C:7]([C:12]1[CH:17]=[CH:16][CH:15]=[CH:14][CH:13]=1)=[CH:6][C:5]2=[O:18].Br[CH2:20][CH2:21][CH2:22][CH2:23][CH2:24][CH2:25][Cl:26].[OH:27][CH:28]1[CH2:33][CH2:32][CH2:31][NH:30][CH2:29]1>>[ClH:26].[OH:27][CH:28]1[CH2:33][CH2:32][CH2:31][N:30]([CH2:20][CH2:21][CH2:22][CH2:23][CH2:24][CH2:25][O:1][C:2]2[CH:11]=[CH:10][C:9]3[O:8][C:7]([C:12]4[CH:17]=[CH:16][CH:15]=[CH:14][CH:13]=4)=[CH:6][C:5](=[O:18])[C:4]=3[CH:3]=2)[CH2:29]1 |f:3.4|. Procedure: The compound was prepared by a method similar to Example 3 from 6-hydroxyflavone, 1-bromo-6-chlorohexane, and 3-hydroxypiperidine: mp 197°-202° C.